Dataset: the Open Reaction Database (ORD), a public repository of structured organic reaction records. Task: describe an organic reaction: reactants, conditions, products, and yield The reactants are ClC1=C(C(=CC=C1)Cl)N1C(NCC2=C(C=C(C=C12)OC)Br)=O (1-(2,6-dichlorophenyl)-5-bromo-7-methoxy-3,4-dihydro-2(1H)-quinazolinone), ClC1=C(C(=CC=C1)Cl)N1C(NCC2=C(C=C(C=C12)OC)Br)=O (1-(2,6-dichlorophenyl)-5-bromo-7-methoxy-3,4-dihydro-2(1H)-quinazolinone), ClC1=C(C=CC=C1)B(O)O (2-chlorophenyl boronic acid), C([O-])([O-])=O.[Na+].[Na+] (sodium carbonate). Reagents/catalysts: C=1C=CC(=CC1)[P](C=2C=CC=CC2)(C=3C=CC=CC3)[Pd]([P](C=4C=CC=CC4)(C=5C=CC=CC5)C=6C=CC=CC6)([P](C=7C=CC=CC7)(C=8C=CC=CC8)C=9C=CC=CC9)[P](C=1C=CC=CC1)(C=1C=CC=CC1)C=1C=CC=CC1 (Palladium tetrakis). Run in C1(=CC=CC=C1)C (toluene), CCO (EtOH), O (water). The product is ClC1=C(C(=CC=C1)Cl)N1C(NCC2=C(C=C(C=C12)OC)C1=C(C=CC=C1)Cl)=O (1-(2,6-dichlorophenyl)-5-(2-chlorophenyl)-7-methoxy-3,4-dihydro-2(1H)-quinazolinone). As a reaction SMILES: [Cl:1][C:2]1[CH:7]=[CH:6][CH:5]=[C:4]([Cl:8])[C:3]=1[N:9]1[C:18]2[C:13](=[C:14](Br)[CH:15]=[C:16]([O:19][CH3:20])[CH:17]=2)[CH2:12][NH:11][C:10]1=[O:22].[Cl:23][C:24]1[CH:29]=[CH:28][CH:27]=[CH:26][C:25]=1B(O)O.C(=O)([O-])[O-].[Na+].[Na+]>C1(C)C=CC=CC=1.CCO.O.C1C=CC([P]([Pd]([P](C2C=CC=CC=2)(C2C=CC=CC=2)C2C=CC=CC=2)([P](C2C=CC=CC=2)(C2C=CC=CC=2)C2C=CC=CC=2)[P](C2C=CC=CC=2)(C2C=CC=CC=2)C2C=CC=CC=2)(C2C=CC=CC=2)C2C=CC=CC=2)=CC=1>[Cl:1][C:2]1[CH:7]=[CH:6][CH:5]=[C:4]([Cl:8])[C:3]=1[N:9]1[C:18]2[C:13](=[C:14]([C:25]3[CH:26]=[CH:27][CH:28]=[CH:29][C:24]=3[Cl:23])[CH:15]=[C:16]([O:19][CH3:20])[CH:17]=2)[CH2:12][NH:11][C:10]1=[O:22] |f:2.3.4,^1:53,55,74,93|. Reported procedure: Palladium tetrakis triphenylphosine (140 mg, 0.12 mmol) was added to 1-(2,6-dichlorophenyl)-5-bromo-7-methoxy-3,4-dihydro-2(1H)-quinazolinone (1.02 g, 2.54 mmol) (INTERMEDIATE 23), 2-chlorophenyl boronic acid (642 mg, 4.11 mmol) and sodium carbonate (436 mg, 4.11 mmol) in 150 mL toluene, 40 mL EtOH and 40 mL water under an argon atmosphere. After refluxing 3 h the solution was cooled to RT and partition between water and EtOAc. The organic phase was washed with water′(1×) and brine (1×) and drie... Reactants: C(C)(C)(C)OC(=O)N[C@H](CN(CC1=CC(=CC=C1)Cl)C(=O)OCC1=CC=CC=C1)CCS(=O)(=O)C ((S)-2-(tert-Butoxycarbonylamino)-N-(benzyloxycarbonyl)-N-(3-chlorobenzyl)-4-(methanesulfonyl)butanamine), FC(C(=O)O)(F)F (trifluoroacetic acid), C1(=CC=CC2=CC=CC=C12)CNC[C@H]([C@H](CC)C)NC(=O)OC(C)(C)C (N-Naphth-1-ylmethyl-2(S)-(t-butoxycarbonyl)amino-3(S)-methylpentanamine), CN1CCOCC1 (N-methylmorpholine), C(C)(=O)O[BH-](OC(C)=O)OC(C)=O.[Na+] (sodium triacetoxyborohydride), CCOC(=O)C (EtOAc). Run in ClCCl (dichloromethane). Conditions: time 30 minute. Yields the product C(#N)C1=CC=C(CN2C=NC=C2CN[C@H](CN(CC2=CC(=CC=C2)Cl)C(=O)OCC2=CC=CC=C2)CCS(=O)(=O)C)C=C1 ((S)-2-[(1-(4-cyanobenzyl)-5-imidazolylmethyl)amino]-N-(benzyloxycarbonyl)-N-(3-chlorobenzyl)-4-(methanesulfonyl)butanamine). As a reaction SMILES: C(O[C:6]([NH:8][C@@H:9]([CH2:30][CH2:31][S:32]([CH3:35])(=[O:34])=[O:33])[CH2:10][N:11]([C:20]([O:22][CH2:23]C1C=CC=CC=1)=[O:21])[CH2:12][C:13]1[CH:18]=[CH:17][CH:16]=[C:15]([Cl:19])[CH:14]=1)=O)(C)(C)C.F[C:37](F)(F)[C:38](O)=O.C(O[BH-](O[C:53](=O)[CH3:54])OC(=O)C)(=O)C.[Na+].[C:57]1([CH2:67][NH:68][CH2:69][C@@H:70]([NH:75][C:76](OC(C)(C)C)=O)[C@@H](C)CC)[C:66]2[C:61](=CC=CC=2)[CH:60]=[CH:59][CH:58]=1.[CH3:83][N:84]1CCOCC1.[CH3:90][CH2:91]OC(C)=O>ClCCl>[C:83]([C:60]1[CH:59]=[CH:58][C:57]([CH2:67][N:68]2[C:69]([CH2:6][NH:8][C@@H:9]([CH2:30][CH2:31][S:32]([CH3:35])(=[O:34])=[O:33])[CH2:10][N:11]([C:20]([O:22][CH2:23][C:38]3[CH:37]=[CH:54][CH:53]=[CH:91][CH:90]=3)=[O:21])[CH2:12][C:13]3[CH:18]=[CH:17][CH:16]=[C:15]([Cl:19])[CH:14]=3)=[CH:70][N:75]=[CH:76]2)=[CH:66][CH:61]=1)#[N:84] |f:2.3|. Reported procedure: To a solution of the product from Step E (360 mg, 0.686 mmol) in 6 mL of dichloromethane was added at room temperature dropwise 3 mL of trifluoroacetic acid. After 30 minutes, the solution was concentrated in vacuo. The resulting product was reconcentrated from benzene three times to remove excess trifluoroacetic acid. To a solution of the amine salt in 4.2 mL of 1,2-dichloroethane at 0° C. was added 4 Å powdered molecular sieves, followed by sodium triacetoxyborohydride (363 mg, 1.71 mmol). The... Starting materials: FC1=C(C=O)C=C(C=C1)[N+](=O)[O-] (2-fluoro-5-nitrobenzaldehyde), [S] (sulfur), O.[SH-].[Na+] (sodium hydrosulfide hydrate), C([O-])([O-])=O.[Na+].[Na+] (sodium carbonate), ClCC(C)=O (Chloroacetone). Solvent: CN1CCCC1 (N-methylpyrrolidine), CN1CCCC1 (N-methylpyrrolidine). Yields the product [N+](=O)([O-])C1=CC2=C(SC(=C2)C(C)=O)C=C1 (1-(5-Nitrobenzo[b]thiophen-2-yl)ethanone). Reported procedure: A mixture of sulfur (90 mg, 2.96 mmol), sodium hydrosulfide hydrate (250 mg, 4.44 mmol) and sodium carbonate (330 mg, 2.37 mmol) in N-methylpyrrolidine (10 mL) was stirred at rt for 1 h. A solution of 2-fluoro-5-nitrobenzaldehyde (500 mg, 2.96 mmol) in N-methylpyrrolidine (2 mL) was added dropwise and the mixture was stirred at rt for 3 h. Chloroacetone (270 mg, 2.96 mmol) was added slowly with cooling and the resulting mixture was stirred at rt overnight. The reaction was quenched with 20 mL of... Run at time 1 hour. Reaction SMILES: [S].O.[SH-:3].[Na+].C(=O)([O-])[O-].[Na+].[Na+].F[C:12]1[CH:19]=[CH:18][C:17]([N+:20]([O-:22])=[O:21])=[CH:16][C:13]=1[CH:14]=O.Cl[CH2:24][C:25](=[O:27])[CH3:26]>CN1CCCC1>[N+:20]([C:17]1[CH:18]=[CH:19][C:12]2[S:3][C:24]([C:25](=[O:27])[CH3:26])=[CH:14][C:13]=2[CH:16]=1)([O-:22])=[O:21] |f:1.2.3,4.5.6,^3:0|. Yield: 61.1%. Run at temperature 25 celsius, time 1.5 hour. Procedure: The 3-nitro-1-[1-(tetrahydro-pyran-2-yloxy)-cyclopropylmethyl]-1H-pyrazole (326 mg, 1.22 mmol) was dissolved in ethanol (7 mL) and p-toluene sulfonic acid (50 mg, 0.29 mmol) was added. After stirring at 25° C. for 1.5 h, the solution was concentrated in vacuo to give an oil. Purification by flash column chromatography (Merck silica gel 60, 40-63 μm; 50% ethyl acetate/hexanes) afforded 1-(3-nitro-pyrazol-1-ylmethyl)-cyclopropanol (158 mg, 71%) as an oil: H1-NMR (400 MHz, CDCl3) δ 0.81-0.86 (2H, m... RXN SMILES: [N+:1]([C:4]1[CH:8]=[CH:7][N:6]([CH2:9][C:10]2([O:13]C3CCCCO3)[CH2:12][CH2:11]2)[N:5]=1)([O-:3])=[O:2].C1(C)C=CC(S(O)(=O)=O)=CC=1>C(O)C>[N+:1]([C:4]1[CH:8]=[CH:7][N:6]([CH2:9][C:10]2([OH:13])[CH2:12][CH2:11]2)[N:5]=1)([O-:3])=[O:2]. Yield: 70.7%. Run in C(C)O (ethanol). The product is [N+](=O)([O-])C1=NN(C=C1)CC1(CC1)O (1-(3-nitro-pyrazol-1-ylmethyl)-cyclopropanol). Reactants: [N+](=O)([O-])C1=NN(C=C1)CC1(CC1)OC1OCCCC1 (3-nitro-1-[1-(tetrahydro-pyran-2-yloxy)-cyclopropylmethyl]-1H-pyrazole), C1(=CC=C(C=C1)S(=O)(=O)O)C (p-toluene sulfonic acid). Reactants: C(CCC)N(C(=O)C1=CC=CC(=N1)C1=C(C=C(C(=O)OC)C=C1)C(=O)N1CC2=CC=CC=C2CC1)CCCC (methyl 4-(6-(dibutylcarbamoyl)pyridin-2-yl)-3-(1,2,3,4-tetrahydroisoquinoline-2-carbonyl)benzoate), [OH-].[Na+] (NaOH), Cl (HCl). Run in C1CCOC1 (THF), CO (MeOH). Conditions: time 2 hour. Product: C(CCC)N(C(=O)C1=CC=CC(=N1)C1=C(C=C(C(=O)O)C=C1)C(=O)N1CC2=CC=CC=C2CC1)CCCC (4-(6-(Dibutylcarbamoyl)pyridin-2-yl)-3-(1,2,3,4-tetrahydroisoquinoline-2-carbonyl)benzoic acid). Yield: 94.8%. As a reaction SMILES: [CH2:1]([N:5]([CH2:36][CH2:37][CH2:38][CH3:39])[C:6]([C:8]1[N:13]=[C:12]([C:14]2[CH:23]=[CH:22][C:17]([C:18]([O:20]C)=[O:19])=[CH:16][C:15]=2[C:24]([N:26]2[CH2:35][CH2:34][C:33]3[C:28](=[CH:29][CH:30]=[CH:31][CH:32]=3)[CH2:27]2)=[O:25])[CH:11]=[CH:10][CH:9]=1)=[O:7])[CH2:2][CH2:3][CH3:4].[OH-].[Na+].Cl>C1COCC1.CO>[CH2:1]([N:5]([CH2:36][CH2:37][CH2:38][CH3:39])[C:6]([C:8]1[N:13]=[C:12]([C:14]2[CH:23]=[CH:22][C:17]([C:18]([OH:20])=[O:19])=[CH:16][C:15]=2[C:24]([N:26]2[CH2:35][CH2:34][C:33]3[C:28](=[CH:29][CH:30]=[CH:31][CH:32]=3)[CH2:27]2)=[O:25])[CH:11]=[CH:10][CH:9]=1)=[O:7])[CH2:2][CH2:3][CH3:4] |f:1.2|. Procedure: To a solution of methyl 4-(6-(dibutylcarbamoyl)pyridin-2-yl)-3-(1,2,3,4-tetrahydroisoquinoline-2-carbonyl)benzoate (158 mg, 0.30 mmol) in THF (2.0 mL) and MeOH (2.0 mL) was added 2N NaOH (1.5 mL, 3.00 mmol). The resulting reaction mixture was stirred at room temperature for 2 h. At 0° C., the reaction mixture was neutralized to pH 4-5 with 1N HCl. The solution was extracted with EtOAc (3×) and the combined organic extracts were dried over MgSO4, filtered and concentrated in vacuo to afford the t...